The task is: describe an organic reaction: reactants, conditions, products, and yield. This data is from the Open Reaction Database (ORD), a public repository of structured organic reaction records. The reactants are Cn1cc(C=O)cn1, CC(C)=O. Product: Cn1cc(C(=O)O)cn1. As a reaction SMILES: [CH3:1][n:2]1[n:3][cH:4][c:5]([CH:7]=[O:8])[cH:6]1.[CH3:9][C:10]([CH3:11])=[O:12]>>[CH3:1][n:2]1[n:3][cH:4][c:5]([C:7](=[O:8])[OH:12])[cH:6]1. Starting materials: NC=1C=C2C=3CC(CCC3NC2=CC1)N(C)C (6-amino-3-(dimethyl)amino-1,2,3,4-tetrahydro-9H-carbazole), FC1=C(C(=O)Cl)C=CC=C1F (2,3-difluorobenzoyl chloride). Yields the product FC1=C(C(=O)NC=2C=C3C=4CC(CCC4NC3=CC2)N(C)C)C=CC=C1F (6-(2,3-difluorobenzoyl)amino-3-(dimethyl)amino-1,2,3,4-tetrahydro-9H-carbazole). Yield: 78.9%. As a reaction SMILES: [NH2:1][C:2]1[CH:3]=[C:4]2[C:12](=[CH:13][CH:14]=1)[NH:11][C:10]1[CH2:9][CH2:8][CH:7]([N:15]([CH3:17])[CH3:16])[CH2:6][C:5]2=1.[F:18][C:19]1[C:27]([F:28])=[CH:26][CH:25]=[CH:24][C:20]=1[C:21](Cl)=[O:22]>>[F:18][C:19]1[C:27]([F:28])=[CH:26][CH:25]=[CH:24][C:20]=1[C:21]([NH:1][C:2]1[CH:3]=[C:4]2[C:12](=[CH:13][CH:14]=1)[NH:11][C:10]1[CH2:9][CH2:8][CH:7]([N:15]([CH3:17])[CH3:16])[CH2:6][C:5]2=1)=[O:22]. Reported procedure: Beginning with 10.4 mg (0.046 mMol) 6-amino-3-(dimethyl)amino-1,2,3,4-tetrahydro-9H-carbazole and 8.6 μL (0.051 mMol) 2,3-difluorobenzoyl chloride, 13.4 mg (79%) of the title compound were recovered as a beige solid. Starting materials: ClC=1C=CC=2C(=C(ON2)C2=CC=C(C=C2)O)C1 (5-chloro-3-(4-hydroxyphenyl)-2,1-benzisoxazole), O (water). Reagents/catalysts: [Fe] (iron), [Fe] (iron). The solvent is C(C)(=O)O (acetic acid). Run at time 30 minute. Product: NC1=C(C(=O)C2=CC=C(C=C2)O)C=C(C=C1)Cl (2-Amino-5-chloro-4'-hydroxybenzophenone). Reaction SMILES: [Cl:1][C:2]1[CH:3]=[CH:4][C:5]2[C:6]([CH:17]=1)=[C:7]([C:10]1[CH:15]=[CH:14][C:13]([OH:16])=[CH:12][CH:11]=1)[O:8][N:9]=2.O>C(O)(=O)C.[Fe]>[NH2:9][C:5]1[CH:4]=[CH:3][C:2]([Cl:1])=[CH:17][C:6]=1[C:7]([C:10]1[CH:11]=[CH:12][C:13]([OH:16])=[CH:14][CH:15]=1)=[O:8]. Procedure: To a solution of 83.7 g (0.34 mole) of 5-chloro-3-(4-hydroxyphenyl)-2,1-benzisoxazole in 1500 ml of glacial acetic acid was added 45 g of iron filings. The mixture was stirred and heated on the steam bath for 20 min. Every 30 min. an additional 20 g of iron filings and 100 ml of water was added for 2.5 hr. After 30 min. more, the reaction mixture was filtered while hot. The collected precipitate was heated with acetic acid and filtered. The combined filtrates were diluted with ice water to preci...